Dataset: the Open Reaction Database (ORD), a public repository of structured organic reaction records. Task: describe an organic reaction: reactants, conditions, products, and yield Starting materials: ClCl (Chlorine), ClC=1C(NC(N([C@H]2C[C@@H]([C@@H](CO)O2)F)C1)=O)=O (5-chloro-3′-fluoro-2′,3′-dideoxyuridine), C(C)(=O)O (acetic acid), ethylacetate hexanes. Reaction conditions: time 30 minute. The product is (6S)-5,5-dichloro-O6-5′-cyclo-5,6-dihydro-3′-fluoro-2′,3′-dideoxyuridine, ClC1(C(NC(N([C@H]2C[C@@H]([C@@H](CO)O2)F)C1OC(C)=O)=O)=O)Cl (5,5-dichloro-6-acetoxy-5,6-dihydro-3′-fluoro-2′,3′-dideoxyuridine). Reaction SMILES: [Cl:1]Cl.[Cl:3][C:4]1[C:5](=[O:19])[NH:6][C:7](=[O:18])[N:8]([CH:17]=1)[C@@H:9]1[O:15][C@H:12]([CH2:13][OH:14])[C@@H:11]([F:16])[CH2:10]1.[C:20]([OH:23])(=[O:22])[CH3:21]>>[Cl:3][C:4]1([Cl:1])[CH:17]([O:22][C:20](=[O:23])[CH3:21])[N:8]([C@@H:9]2[O:15][C@H:12]([CH2:13][OH:14])[C@@H:11]([F:16])[CH2:10]2)[C:7](=[O:18])[NH:6][C:5]1=[O:19]. Reported procedure: Chlorine gas was bubbled slowly into a suspension of 5-chloro-3′-fluoro-2′,3′-dideoxyuridine (75 mg, 0.28 mmol) in glacial acetic acid (5 ml) at 25° C. with stirring until the light yellow-green color of the resulting solution persisted. The reaction was allowed to proceed for 30 min. at 25° C., prior to evaporation. Purification of the residue obtained by PTLC using ethylacetate:hexanes (3:7, v/v) as development solvent afforded diastereomer (6S)-5,5-dichloro-O6-5′-cyclo-5,6-dihydro-3′-fluoro-2... The reactants are C1(=CC=CC=C1)C(N1CCN(CC1)CCCN)C1=CC=CC=C1 (4-(diphenylmethyl)-1-piperazinepropanamine), ClC1=C(N=C2N1N=C(C=C2)Cl)C(C(=O)OCC)(C)C (ethyl 2-[3,6-dichloroimidazo[1,2-b]pyridazin-2-yl]-2-methylpropionate), C([O-])(O)=O.[Na+] (sodium bicarbonate). Product: Cl.Cl.Cl.ClC1=C(N=C2N1N=C(C=C2)NCCCN2CCN(CC2)C(C2=CC=CC=C2)C2=CC=CC=C2)C(C(=O)OCC)(C)C (ethyl 2-[3-chloro-6-[3-[4-(diphenylmethyl)piperazino]propylamino]imidazo[1,2-b]pyridazin-2-yl]-2-methylpropionate trihydrochloride). Isolated yield 129.8%. As a reaction SMILES: [C:1]1([CH:7]([C:18]2[CH:23]=[CH:22][CH:21]=[CH:20][CH:19]=2)[N:8]2[CH2:13][CH2:12][N:11]([CH2:14][CH2:15][CH2:16][NH2:17])[CH2:10][CH2:9]2)[CH:6]=[CH:5][CH:4]=[CH:3][CH:2]=1.[Cl:24][C:25]1[N:29]2[N:30]=[C:31](Cl)[CH:32]=[CH:33][C:28]2=[N:27][C:26]=1[C:35]([CH3:42])([CH3:41])[C:36]([O:38][CH2:39][CH3:40])=[O:37].C(=O)(O)[O-].[Na+]>>[ClH:24].[ClH:24].[ClH:24].[Cl:24][C:25]1[N:29]2[N:30]=[C:31]([NH:17][CH2:16][CH2:15][CH2:14][N:11]3[CH2:10][CH2:9][N:8]([CH:7]([C:1]4[CH:2]=[CH:3][CH:4]=[CH:5][CH:6]=4)[C:18]4[CH:23]=[CH:22][CH:21]=[CH:20][CH:19]=4)[CH2:13][CH2:12]3)[CH:32]=[CH:33][C:28]2=[N:27][C:26]=1[C:35]([CH3:41])([CH3:42])[C:36]([O:38][CH2:39][CH3:40])=[O:37] |f:2.3,4.5.6.7|. Procedure: 1.75 g of 4-(diphenylmethyl)-1-piperazinepropanamine and 854 mg of ethyl 2-[3,6-dichloroimidazo[1,2-b]pyridazin-2-yl]-2-methylpropionate were stirred at 160° C. for 4 hours. After cooling, aqueous sodium bicarbonate was added, followed by extraction with ethyl acetate; the extract was washed with saturated saline and dried with magnesium sulfate. The dry product was concentrated under reduced pressure; the residue was subjected to silica gel column chromatography and eluted with ethyl acetate:me...